This data is from the Open Reaction Database (ORD), a public repository of structured organic reaction records. The task is: describe an organic reaction: reactants, conditions, products, and yield Reactants: OC1=NN(C2=CC(=CC=C12)C(=O)OC)C(=O)OCC (1-Ethyl 6-methyl 3-hydroxy-1H-indazole-1,6-dicarboxylate), C([O-])([O-])=O.[Cs+].[Cs+] (Cesium carbonate), CI (methyl iodide). Solvent: CC(=O)C (acetone). Product: COC1=NN(C2=CC(=CC=C12)C(=O)OC)C(=O)OCC (1-ethyl 6-methyl 3-methoxy-1H-indazole-1,6-dicarboxylate). Reaction SMILES: [OH:1][C:2]1[C:10]2[C:5](=[CH:6][C:7]([C:11]([O:13][CH3:14])=[O:12])=[CH:8][CH:9]=2)[N:4]([C:15]([O:17][CH2:18][CH3:19])=[O:16])[N:3]=1.[C:20](=O)([O-])[O-].[Cs+].[Cs+].CI>CC(C)=O>[CH3:20][O:1][C:2]1[C:10]2[C:5](=[CH:6][C:7]([C:11]([O:13][CH3:14])=[O:12])=[CH:8][CH:9]=2)[N:4]([C:15]([O:17][CH2:18][CH3:19])=[O:16])[N:3]=1 |f:1.2.3|. Reported procedure: 1-Ethyl 6-methyl 3-hydroxy-1H-indazole-1,6-dicarboxylate (1.35 g, 5.11 mmol) was suspended in acetone (65 mL). Cesium carbonate (1.75 g, 5.36 mmol) and methyl iodide (1.0 mL, 15 mmol) were added and the reaction was heated to reflux for 23 hours. The reaction was concentrated to dryness. The residue was taken up in dichloromethane (100 mL) and water (100 mL). The layers were separated and the aqueous was extracted again with dichloromethane. The combined organics were dried over magnesium sulfat... Reactants: Cc1ccccc1CN, COCCOC, CS(=O)c1nc(N)nc(-c2ccco2)c1C#N. Yields the product Cc1ccccc1CNc1nc(N)nc(-c2ccco2)c1C#N. Reaction SMILES: [CH3:18][c:19]1[c:20]([CH2:21][NH2:22])[cH:23][cH:24][cH:25][cH:26]1.[CH3:27][O:28][CH2:29][CH2:30][O:31][CH3:32].[NH2:1][c:2]1[n:3][c:4]([S:15]([CH3:16])=[O:17])[c:5]([C:13]#[N:14])[c:6](-[c:8]2[o:9][cH:10][cH:11][cH:12]2)[n:7]1>>[NH2:1][c:2]1[n:3][c:4]([NH:22][CH2:21][c:20]2[c:19]([CH3:18])[cH:26][cH:25][cH:24][cH:23]2)[c:5]([C:13]#[N:14])[c:6](-[c:8]2[o:9][cH:10][cH:11][cH:12]2)[n:7]1. Starting materials: Cc1c(C(=O)O)oc2cccc(-c3ccccc3)c12, COC(=O)C(NS(=O)(=O)c1ccc(-c2ccc(N)cc2)cc1)C(C)C, CN(C)c1ccncc1, O=C(Cl)C(=O)Cl, CN(C)C=O. Yields the product COC(=O)C(NS(=O)(=O)c1ccc(-c2ccc(NC(=O)c3oc4cccc(-c5ccccc5)c4c3C)cc2)cc1)C(C)C. RXN SMILES: [CH3:1][c:2]1[c:3]([C:17](=[O:18])[OH:19])[o:4][c:5]2[c:6]1[c:7](-[c:11]1[cH:12][cH:13][cH:14][cH:15][cH:16]1)[cH:8][cH:9][cH:10]2.[CH3:26][O:27][C:28]([CH:29]([CH:30]([CH3:31])[CH3:32])[NH:33][S:34](=[O:35])(=[O:36])[c:37]1[cH:38][cH:39][c:40](-[c:43]2[cH:44][cH:45][c:46]([NH2:49])[cH:47][cH:48]2)[cH:41][cH:42]1)=[O:50].[CH3:51][N:52]([CH3:53])[c:54]1[cH:55][cH:56][n:57][cH:58][cH:59]1.[Cl:20][C:21]([C:22]([Cl:23])=[O:24])=[O:25].[O:60]=[CH:61][N:62]([CH3:63])[CH3:64]>>[CH3:1][c:2]1[c:3]([C:17](=[O:18])[NH:49][c:46]2[cH:45][cH:44][c:43](-[c:40]3[cH:39][cH:38][c:37]([S:34]([NH:33][CH:29]([C:28]([O:27][CH3:26])=[O:50])[CH:30]([CH3:31])[CH3:32])(=[O:35])=[O:36])[cH:42][cH:41]3)[cH:48][cH:47]2)[o:4][c:5]2[c:6]1[c:7](-[c:11]1[cH:12][cH:13][cH:14][cH:15][cH:16]1)[cH:8][cH:9][cH:10]2. Starting materials: COC1=CC=C(C=C1)C(=O)C1=CC(=CC=C1)C(F)(F)F (3-Trifluoromethylphenyl 4-methoxyphenyl ketone), C[S-].[Na+] (sodium thiomethoxide). Run in CN(C=O)C (N,N-dimethylformamide). Product: OC1=CC=C(C=C1)C(=O)C1=CC(=CC=C1)C(F)(F)F (3-Trifluoromethylphenyl 4-hydroxyphenyl ketone). Yield: 72.7%. Reaction SMILES: C[O:2][C:3]1[CH:8]=[CH:7][C:6]([C:9]([C:11]2[CH:16]=[CH:15][CH:14]=[C:13]([C:17]([F:20])([F:19])[F:18])[CH:12]=2)=[O:10])=[CH:5][CH:4]=1.C[S-].[Na+]>CN(C)C=O>[OH:2][C:3]1[CH:8]=[CH:7][C:6]([C:9]([C:11]2[CH:16]=[CH:15][CH:14]=[C:13]([C:17]([F:18])([F:19])[F:20])[CH:12]=2)=[O:10])=[CH:5][CH:4]=1 |f:1.2|. Reported procedure: 3-Trifluoromethylphenyl 4-methoxyphenyl ketone (657 mg) obtained in Example 138 was dissolved in N,N-dimethylformamide (35 ml), sodium thiomethoxide (411 ml) was added, and the admixture was refluxed with heat under argon for 7 hours. The reaction mixture was treated in the same manner as described in Example 33 to obtain 454 mg of the title compound (yield: 73%).